From a dataset of the Open Reaction Database (ORD), a public repository of structured organic reaction records. describe an organic reaction: reactants, conditions, products, and yield The reactants are O=C(OCc1ccccc1)N1C=CCC1, CC[Zn]CC, CCOCC, ClCI. The product is O=C(OCc1ccccc1)N1CCC2CC21. As a reaction SMILES: [CH2:1]([c:2]1[cH:3][cH:4][cH:5][cH:6][cH:7]1)[O:8][C:9](=[O:10])[N:11]1[CH2:12][CH2:13][CH:14]=[CH:15]1.[CH3:16][CH2:17][Zn:18][CH2:19][CH3:20].[CH3:24][CH2:25][O:26][CH2:27][CH3:28].[Cl:21][CH2:22][I:23]>>[CH2:1]([c:2]1[cH:3][cH:4][cH:5][cH:6][cH:7]1)[O:8][C:9](=[O:10])[N:11]1[CH2:12][CH2:13][CH:14]2[CH:15]1[CH2:16]2. Starting materials: O (water), Cl.C(C)(=O)OCC=1N=C(SC1)N ((2-amino-1,3-thiazol-4-yl)methyl acetate hydrochloride), N1=CC=CC=C1 (pyridine), C(C)(=O)Cl (acetyl chloride). The solvent is ClCCl (dichloromethane). Reaction conditions: time 10 minute. Product: C(C)(=O)OCC=1N=C(SC1)NC(C)=O ((2-(acetylamino)-1,3-thiazol-4-yl)methyl acetate). The yield is 81.7%. Reaction SMILES: Cl.[C:2]([O:5][CH2:6][C:7]1[N:8]=[C:9]([NH2:12])[S:10][CH:11]=1)(=[O:4])[CH3:3].N1C=CC=CC=1.[C:19](Cl)(=[O:21])[CH3:20].O>ClCCl>[C:2]([O:5][CH2:6][C:7]1[N:8]=[C:9]([NH:12][C:19](=[O:21])[CH3:20])[S:10][CH:11]=1)(=[O:4])[CH3:3] |f:0.1|. Procedure: To a mixture of (2-amino-1,3-thiazol-4-yl)methyl acetate hydrochloride (56 g) and pyridine (45 g) in dichloromethane (560 ml) was added acetyl chloride (23 g) over a period of 30 minutes at 5° C., and the reaction mixture was stirred for 10 minutes at the same temperature. The reaction mixture was poured into water (500 ml) and extracted with chloroform (1 L). The organic layer was dried over sodium sulfate and concentrated in vacuo. The residual solid was collected by filtration with isopropyl ... Starting materials: OCc1cc(F)c(F)cc1Br, BrC(Br)(Br)Br, ClCCl, c1ccc(P(c2ccccc2)c2ccccc2)cc1. Product: Fc1cc(Br)c(CBr)cc1F. Reaction SMILES: [Br:1][c:2]1[c:3]([CH2:4][OH:5])[cH:6][c:7]([F:11])[c:8]([F:10])[cH:9]1.[C:12]([Br:13])([Br:14])([Br:15])[Br:16].[Cl:36][CH2:37][Cl:38].[c:17]1([P:18]([c:19]2[cH:20][cH:21][cH:22][cH:23][cH:24]2)[c:25]2[cH:26][cH:27][cH:28][cH:29][cH:30]2)[cH:31][cH:32][cH:33][cH:34][cH:35]1>>[Br:1][c:2]1[c:3]([CH2:4][Br:13])[cH:6][c:7]([F:11])[c:8]([F:10])[cH:9]1. Reactants: CC(=O)Cl, CC1=CCC(C)(C)c2ccc(N)cc21, ClCCl, Cl, c1ccncc1. The product is CC(=O)Nc1ccc2c(c1)C(C)=CCC2(C)C. Reaction SMILES: [CH3:15][C:16]([Cl:17])=[O:18].[CH3:1][C:2]1([CH3:14])[c:3]2[cH:4][cH:5][c:6]([NH2:13])[cH:7][c:8]2[C:9]([CH3:12])=[CH:10][CH2:11]1.[Cl:25][CH2:26][Cl:27].[ClH:28].[cH:19]1[cH:20][cH:21][n:22][cH:23][cH:24]1>>[CH3:1][C:2]1([CH3:14])[c:3]2[cH:4][cH:5][c:6]([NH:13][C:16]([CH3:15])=[O:18])[cH:7][c:8]2[C:9]([CH3:12])=[CH:10][CH2:11]1.